From a dataset of the Open Reaction Database (ORD), a public repository of structured organic reaction records. describe an organic reaction: reactants, conditions, products, and yield Starting materials: O=C(O)c1cn2cc(F)ccc2n1, NCC(O)CN1CCC(Oc2ccc(Cl)c(Cl)c2)CC1. The product is O=C(NCC(O)CN1CCC(Oc2ccc(Cl)c(Cl)c2)CC1)c1cn2cc(F)ccc2n1. Reaction SMILES: [F:21][c:22]1[cH:23][cH:24][c:25]2[n:26]([cH:27]1)[cH:28][c:29]([C:31](=[O:32])[OH:33])[n:30]2.[NH2:1][CH2:2][CH:3]([CH2:4][N:5]1[CH2:6][CH2:7][CH:8]([O:11][c:12]2[cH:13][c:14]([Cl:19])[c:15]([Cl:18])[cH:16][cH:17]2)[CH2:9][CH2:10]1)[OH:20]>>[NH:1]([CH2:2][CH:3]([CH2:4][N:5]1[CH2:6][CH2:7][CH:8]([O:11][c:12]2[cH:13][c:14]([Cl:19])[c:15]([Cl:18])[cH:16][cH:17]2)[CH2:9][CH2:10]1)[OH:20])[C:31]([c:29]1[cH:28][n:26]2[c:25]([cH:24][cH:23][c:22]([F:21])[cH:27]2)[n:30]1)=[O:32]. The reactants are CCO, COc1ccc2[nH]c(S(=O)Cc3ncc(C)c(OC)c3C)nc2c1, N=C(N)N. Yields the product COc1ccc2[nH]c(S(=O)Cc3ncc(C)c(OC)c3C)nc2c1, NC(N)=[NH2+]. RXN SMILES: [CH3:29][CH2:30][OH:31].[CH3:5][O:6][c:7]1[cH:8][cH:9][c:10]2[nH:11][c:12]([S:16](=[O:17])[CH2:18][c:19]3[n:20][cH:21][c:22]([CH3:23])[c:24]([O:25][CH3:26])[c:27]3[CH3:28])[n:13][c:14]2[cH:15]1.[NH2:1][C:2]([NH2:3])=[NH:4]>>[CH3:5][O:6][c:7]1[cH:8][cH:9][c:10]2[nH:11][c:12]([S:16](=[O:17])[CH2:18][c:19]3[n:20][cH:21][c:22]([CH3:23])[c:24]([O:25][CH3:26])[c:27]3[CH3:28])[n:13][c:14]2[cH:15]1.[NH2+:1]=[C:2]([NH2:3])[NH2:4]. Reactants: C(C1=CC=CC=C1)OC[C@H]1N(C[C@@H](C1)OC(C)(C)C)S(=O)(=O)C1=CC2=CC=CC=C2C=C1 ((2S,4R)-2-benzyloxymethyl-4-tert-butoxy-1-(naphthalene-2-sulfonyl)-pyrrolidine). Run in FC(C(=O)O)(F)F (Trifluoroacetic acid). Run at time 3 hour. The product is C(C1=CC=CC=C1)OC[C@@H]1C[C@H](CN1S(=O)(=O)C1=CC2=CC=CC=C2C=C1)O ((3R,5S)-5-benzyloxymethyl-1-(naphthalene-2-sulfonyl)-pyrrolidin-3-ol). Yield: 82.7%. Reaction SMILES: [CH2:1]([O:8][CH2:9][C@@H:10]1[CH2:14][C@@H:13]([O:15]C(C)(C)C)[CH2:12][N:11]1[S:20]([C:23]1[CH:32]=[CH:31][C:30]2[C:25](=[CH:26][CH:27]=[CH:28][CH:29]=2)[CH:24]=1)(=[O:22])=[O:21])[C:2]1[CH:7]=[CH:6][CH:5]=[CH:4][CH:3]=1>FC(F)(F)C(O)=O>[CH2:1]([O:8][CH2:9][C@H:10]1[N:11]([S:20]([C:23]2[CH:32]=[CH:31][C:30]3[C:25](=[CH:26][CH:27]=[CH:28][CH:29]=3)[CH:24]=2)(=[O:22])=[O:21])[CH2:12][C@H:13]([OH:15])[CH2:14]1)[C:2]1[CH:3]=[CH:4][CH:5]=[CH:6][CH:7]=1. Procedure: Trifluoroacetic acid (100 ml) was cooled to 0° C., then (2S,4R)-2-benzyloxymethyl-4-tert-butoxy-1-(naphthalene-2-sulfonyl)-pyrrolidine (7.0 g) was added in one portion. The reaction mixture was stirred for 3 h at the same temperature and then concentrated without heating under vacuum. The residue crystallized from Et2O/hexane to obtain (3R,5S)-5-benzyloxymethyl-1-(naphthalene-2-sulfonyl)-pyrrolidin-3-ol (5.07 g) as a colorless solid, mp 124–126° C., MS: 398 (MH+). Reactants: [Al+3], CCOCC, COc1cccc(C(=O)O)c1F, [H-], [H-], [H-], [H-], [Li+], [Na+], [OH-]. Product: COc1cccc(CO)c1F. As a reaction SMILES: [Al+3:2].[CH3:21][CH2:22][O:23][CH2:24][CH3:25].[F:7][c:8]1[c:9]([C:10](=[O:11])[OH:12])[cH:13][cH:14][cH:15][c:16]1[O:17][CH3:18].[H-:1].[H-:4].[H-:5].[H-:6].[Li+:3].[Na+:20].[OH-:19]>>[F:7][c:8]1[c:9]([CH2:10][OH:11])[cH:13][cH:14][cH:15][c:16]1[O:17][CH3:18]. Reagents/catalysts: [Cu]Cl (copper (I) chloride). Run in ClCCl (dichloromethane), CS(=O)C (DMSO), O (water). Run at time 2 hour. The reactants are crude product, C([O-])([O-])=O.[Cs+].[Cs+] (cesium carbonate), ethyl-2-cyclohexanone carboxylate, ClC1=C2C(=NC=C1)C=C(S2)C(=O)OC (Methyl 7-chlorothieno[3,2-b]pyridine-2-carboxylate), NC1=C(C=C(C=C1)O)F (4-amino-3-fluorophenol), C(C)(=O)OCC (ethyl acetate). Procedure details: Methyl 7-chlorothieno[3,2-b]pyridine-2-carboxylate (5 g, 0.022 mol) and the 4-amino-3-fluorophenol (3.3 g, 0.026 mol) were added to a round bottom flask containing cesium carbonate (14.8 g, 0.045 mol), ethyl-2-cyclohexanone carboxylate (0.73 g, 0.004 mol), and copper (I) chloride (0.22 g, 0.002 mol). The mixture was diluted with DMSO (250 mL) and stirred at 70 C under an atmosphere of nitrogen for 2 hours. The dark reaction mixture was cooled to room temperature and poured into ethyl acetate (50... As a reaction SMILES: Cl[C:2]1[CH:7]=[CH:6][N:5]=[C:4]2[CH:8]=[C:9]([C:11]([O:13][CH3:14])=[O:12])[S:10][C:3]=12.[NH2:15][C:16]1[CH:21]=[CH:20][C:19]([OH:22])=[CH:18][C:17]=1[F:23].C(=O)([O-])[O-].[Cs+].[Cs+].C(OCC)(=O)C>CS(C)=O.ClCCl.[Cu]Cl.O>[NH2:15][C:16]1[CH:21]=[CH:20][C:19]([O:22][C:2]2[CH:7]=[CH:6][N:5]=[C:4]3[CH:8]=[C:9]([C:11]([O:13][CH3:14])=[O:12])[S:10][C:3]=23)=[CH:18][C:17]=1[F:23] |f:2.3.4|. Product: NC1=C(C=C(OC2=C3C(=NC=C2)C=C(S3)C(=O)OC)C=C1)F (methyl 7-(4-amino-3-fluorophenoxy)thieno[3,2-b]pyridine-2-carboxylate). The reactants are CC(=O)OC(C=Cc1ccccc1)c1ccccc1, C1CCOC1, C=CC[Pd]Cl, [KH], Cc1ccc(S(N)(=O)=O)cc1. Yields the product Cc1ccc(S(=O)(=O)NC(C=Cc2ccccc2)c2ccccc2)cc1. RXN SMILES: [C:13]([O:14][CH:17]([CH:18]=[CH:19][c:20]1[cH:21][cH:22][cH:23][cH:24][cH:25]1)[c:26]1[cH:27][cH:28][cH:29][cH:30][cH:31]1)(=[O:15])[CH3:16].[CH2:32]1[O:33][CH2:34][CH2:35][CH2:36]1.[CH2:37]([Pd:38][Cl:39])[CH:40]=[CH2:41].[KH:1].[c:2]1([CH3:12])[cH:3][cH:4][c:5]([S:8](=[O:9])(=[O:10])[NH2:11])[cH:6][cH:7]1>>[c:2]1([CH3:12])[cH:3][cH:4][c:5]([S:8](=[O:9])(=[O:10])[NH:11][CH:17]([CH:18]=[CH:19][c:20]2[cH:21][cH:22][cH:23][cH:24][cH:25]2)[c:26]2[cH:27][cH:28][cH:29][cH:30][cH:31]2)[cH:6][cH:7]1. The reactants are 2, NC1=C(C(=NC(=C1)C1=C(C(=C(C=C1)Cl)OC)F)C(=O)O)Cl (4-Amino-3-chloro-6-(4-chloro-2-fluoro-3-methoxyphenyl)picolinic acid), [H-].[Na+] (Sodium hydride), ClC1=C(C=CC(=C1)Cl)CCl (2,4-dichloro-1-(chloromethyl)benzene), 7,314,849 B2, O (Water). Solvent: CN(C)C=O (DMF). Conditions: time 24 hour. Yields the product NC1=C(C(=NC(=C1)C1=C(C(=C(C=C1)Cl)OC)F)C(=O)OCC1=C(C=C(C=C1)Cl)Cl)Cl (2,4-dichlorobenzyl 4-amino-3-chloro-6-(4-chloro-2-fluoro-3-methoxyphenyl)picolinate). Isolated yield 35.0%. As a reaction SMILES: [NH2:1][C:2]1[CH:7]=[C:6]([C:8]2[CH:13]=[CH:12][C:11]([Cl:14])=[C:10]([O:15][CH3:16])[C:9]=2[F:17])[N:5]=[C:4]([C:18]([OH:20])=[O:19])[C:3]=1[Cl:21].[H-].[Na+].[Cl:24][C:25]1[CH:30]=[C:29]([Cl:31])[CH:28]=[CH:27][C:26]=1[CH2:32]Cl.O>CN(C=O)C>[NH2:1][C:2]1[CH:7]=[C:6]([C:8]2[CH:13]=[CH:12][C:11]([Cl:14])=[C:10]([O:15][CH3:16])[C:9]=2[F:17])[N:5]=[C:4]([C:18]([O:20][CH2:32][C:26]2[CH:27]=[CH:28][C:29]([Cl:31])=[CH:30][C:25]=2[Cl:24])=[O:19])[C:3]=1[Cl:21] |f:1.2|. Reported procedure: 4-Amino-3-chloro-6-(4-chloro-2-fluoro-3-methoxyphenyl)picolinic acid (prepared by the methods described in U.S. Pat. No. 7,314,849 B2; 828 mg, 2 5 mmol) was dissolved in DMF (4 mL). Sodium hydride (NaH, 60% disperson in mineral oil; 154 mg, 3.85 mmol) was added portion wise. To the mixture was added 2,4-dichloro-1-(chloromethyl)benzene (586 mg, 3.0 mmol). The reaction mixture was allowed to stir for 24 hours (h). Water was added to the reaction mixture, and the aqueous phase was extracted with E... The reactants are C(C)(=O)OCC (ethyl acetate), C(C)(=O)OC(C)=O (acetic acid anhydride), C(=O)O (formic acid), O([N+](=O)[O-])[C@@H]1CC[C@H](CC1)N (trans-4-nitroxycyclohexylamine). Solvent: O (water). Run at time 8 hour. The product is C(=O)N[C@@H]1CC[C@H](CC1)O[N+](=O)[O-] (trans-N-formyl-4-nitroxycyclohexylamine). Isolated yield 66.4%. RXN SMILES: [C:1](OC(=O)C)(=[O:3])C.C(O)=O.[O:11]([C@H:15]1[CH2:20][CH2:19][C@H:18]([NH2:21])[CH2:17][CH2:16]1)[N+:12]([O-:14])=[O:13].C(OCC)(=O)C>O>[CH:1]([NH:21][C@H:18]1[CH2:17][CH2:16][C@H:15]([O:11][N+:12]([O-:14])=[O:13])[CH2:20][CH2:19]1)=[O:3]. Procedure: A mixture of 6.8 ml (0.072 mol) acetic acid anhydride and 2.8 ml (0.072 mol) formic acid is heated for 2 h to 60° C. and thereafter mixed, with cooling at 5° C., with 1.9 g (0.012 mol) trans-4-nitroxycyclohexylamine. One leaves to stir overnight at room temperature, subsequently dilutes with 100 ml ethyl acetate and adds 100 ml of water thereto. After neutralisation with saturated sodium hydrogen carbonate solution, the organic phase is dried with sodium sulphate and distilled off in a vacuum. A...